This data is from the Open Reaction Database (ORD), a public repository of structured organic reaction records. The task is: describe an organic reaction: reactants, conditions, products, and yield Reactants: C(#C)C=1C2(CCCC2)CCCC1 (6-ethynylspiro[4.5]dec-6-ene), S(O)(O)(=O)=O (sulfuric acid), [OH-].[Na+] (NaOH). Run in C(C)(=O)O (acetic acid). Reaction conditions: temperature 75 celsius. The product is C1CCCC12C(=CCCC2)C(C)=O (1-(spiro[4.5]dec-6-en-6-yl)ethanone). Isolated yield 294.1%. As a reaction SMILES: [C:1]([C:3]1[C:4]2([CH2:9][CH2:10][CH2:11][CH:12]=1)[CH2:8][CH2:7][CH2:6][CH2:5]2)#[CH:2].S(=O)(=O)(O)[OH:14].[OH-].[Na+]>C(O)(=O)C>[CH2:8]1[C:4]2([CH2:9][CH2:10][CH2:11][CH:12]=[C:3]2[C:1](=[O:14])[CH3:2])[CH2:5][CH2:6][CH2:7]1 |f:2.3|. Reported procedure: A mixture of 6-ethynylspiro[4.5]dec-6-ene (120 g, 0.748 mol) and sulfuric acid (11.6 g) in acetic acid (500 ml) was heated for 2 h at 75° C., poured into ice, treated with 2N aqueous NaOH (10 ml) and extracted twice with MTBE (150 ml). The combined organic phases were treated with 2N aqueous NaOH (pH>7), washed with water (400 ml), with a saturated aqueous solution of NaCl (400 ml), dried (MgSO4), and concentrated. Short-path Vigreux-distillation (0.08 mbar, head temperature: 85-90° C.) of the c... Starting materials: FC(=CCCSC=1SC2=C(N1)C=CC=C2)F (2-(4,4-difluorobut-3-enylthio)benzthiazole), O.O.O.O.O.O.C(C=1C(C(=O)O)=CC=CC1)(=O)OO.[Mg] (monomagnesium peroxyphthalic acid hexahydrate). Run in ClCCl (dichloromethane), O (water), O (water), ClCCl (dichloromethane). Conditions: time 2 day. Product: FC(=CCCS(=O)(=O)C=1SC2=C(N1)C=CC=C2)F (2-(4,4-difluorobut-3-enylsulfonyl )benzthiazole). Reaction SMILES: [F:1][C:2]([F:16])=[CH:3][CH2:4][CH2:5][S:6][C:7]1[S:8][C:9]2[CH:15]=[CH:14][CH:13]=[CH:12][C:10]=2[N:11]=1.[OH2:17].[OH2:18].O.O.O.O.C(OO)(=O)C1C(=CC=CC=1)C(O)=O.[Mg]>ClCCl.O>[F:16][C:2]([F:1])=[CH:3][CH2:4][CH2:5][S:6]([C:7]1[S:8][C:9]2[CH:15]=[CH:14][CH:13]=[CH:12][C:10]=2[N:11]=1)(=[O:18])=[O:17] |f:1.2.3.4.5.6.7.8|. Procedure details: 2-(4,4-difluorobut-3-enylthio)benzthiazole (prepared by the method described in United Kingdom Patent Application GB2270689A, 8.25 g) in dichloromethane ( 15 cm3) was added to a rapidly stirred mixture of monomagnesium peroxyphthalic acid hexahydrate (25.7 g, 70-80% technical grade) in water (25 cm3). The mixture was stirred for 2 days, diluted with dichloromethane and water, the organic phase separated, washed with aqueous sodium carbonate, water and dried (magnesium sulfate). The solvent was e... Starting materials: [Na] (sodium), alcohol, COC1=CC2=CC(=CC=C2C=C1)OC (2,7-dimethoxynaphthalene), formula XXV. Yields the product COC1=CC=C2CCC(CC2=C1)=O (7-methoxy-1,2,3,4-tetrahydro-2-naphthalenone), formula XXVI. As a reaction SMILES: [CH3:1][O:2][C:3]1[CH:12]=[CH:11][C:10]2[C:5](=[CH:6][C:7]([O:13]C)=[CH:8][CH:9]=2)[CH:4]=1.[Na]>>[CH3:1][O:2][C:3]1[CH:4]=[C:5]2[C:10]([CH2:9][CH2:8][C:7](=[O:13])[CH2:6]2)=[CH:11][CH:12]=1 |^1:14|. Procedure: 2,7-dimethoxynaphthalene of formula XXV, ##STR36## is subjected to the action of sodium metal, in the heated state and in the presence of an anhydrous alcohol, to form 7-methoxy-1,2,3,4-tetrahydro-2-naphthalenone of formula XXVI, ##STR37## which is then reacted in the heated state in an alcoholic solvent with a hydroxylamine salt to form 7-methoxy-1,2,-3,4-tetrahydro-2-naphthalenone oxime of formula XXVII, ##STR38## which is then subjected to a catalytic hydrogenation, in solution in an alcohol,...